Dataset: the Open Reaction Database (ORD), a public repository of structured organic reaction records. Task: describe an organic reaction: reactants, conditions, products, and yield Reactants: BrC1=NC(=CC=C1)Br (2,6-Dibromopyridine), [Na] (Sodium), C(C)(C)O (isopropanol), CCCC(C)C (isohexane). Run at temperature 80 celsius. The product is BrC1=NC(=CC=C1)OC(C)C (2-bromo-6-isopropoxypyridine). As a reaction SMILES: [Na].Br[C:3]1[CH:8]=[CH:7][CH:6]=[C:5]([Br:9])[N:4]=1.CCCC(C)C.[CH:16]([OH:19])([CH3:18])[CH3:17]>>[Br:9][C:5]1[CH:6]=[CH:7][CH:8]=[C:3]([O:19][CH:16]([CH3:18])[CH3:17])[N:4]=1 |^1:0|. Reported procedure: Sodium (0.50 g, 21.7 mmol) was dissolved in isopropanol (50 ml) under an atmosphere of nitrogen with warming at 80° C., then allowed to cool to ambient temperature. 2,6-Dibromopyridine (10.0 g, 41.4 mmol) was added and the solution heated to 90° C. After 5 h the cooled reaction mixture was partitioned between diethyl ether (150 ml) and water (100 ml). Diethyl ether extracts were washed with water and saturated brine then dried over magnesium sulphate, filtered and evaporated in vacuo to give a s...